Dataset: the Open Reaction Database (ORD), a public repository of structured organic reaction records. Task: describe an organic reaction: reactants, conditions, products, and yield Reactants: BrCC1=CC=C(CCN2C(C3=CC=CC(=C3C2=O)NC(=O)C=2SC(=CC2)Cl)=O)C=C1 (N-{2-[4-(bromomethyl)phenethyl]-1,3-dioxo-2,3-dihydro-1H-isoindol-4-yl}-5-chloro-2-thiophenecarboxamide), NC1=CC=NC=C1 (4-aminopyridine). Run in ClCCCl (1,2-dichloroethane), ClCCl.CO (dichloromethane methanol). Conditions: time 8 hour. Product: ClC1=CC=C(S1)C(=O)NC1=C2C(N(C(C2=CC=C1)=O)CCC1=CC=C(C=C1)CNC1=CC=C(C=C1)C1=NC=CC=C1)=O (5-Chloro-N-(1,3-dioxo-2-{4-[(4-pyridinylamiino)methyl]phenethyl}-2,3-dihydro-1H-isoindol-4-yl)-2-thiophenecarboxamide). RXN SMILES: Br[CH2:2][C:3]1[CH:30]=[CH:29][C:6]([CH2:7][CH2:8][N:9]2[C:17](=[O:18])[C:16]3[C:11](=[CH:12][CH:13]=[CH:14][C:15]=3[NH:19][C:20]([C:22]3[S:23][C:24]([Cl:27])=[CH:25][CH:26]=3)=[O:21])[C:10]2=[O:28])=[CH:5][CH:4]=1.N[C:32]1[CH:37]=[CH:36][N:35]=[CH:34][CH:33]=1>ClCCCl.ClCCl.CO>[Cl:27][C:24]1[S:23][C:22]([C:20]([NH:19][C:15]2[CH:14]=[CH:13][CH:12]=[C:11]3[C:16]=2[C:17](=[O:18])[N:9]([CH2:8][CH2:7][C:6]2[CH:5]=[CH:4][C:3]([CH2:2][NH:19][C:15]4[CH:16]=[CH:11][C:12]([C:36]5[CH:37]=[CH:32][CH:33]=[CH:34][N:35]=5)=[CH:13][CH:14]=4)=[CH:30][CH:29]=2)[C:10]3=[O:28])=[O:21])=[CH:26][CH:25]=1 |f:3.4|. Procedure details: 50 mg (0.1 mmol) of N-{2-[4-(bromomethyl)phenethyl]-1,3-dioxo-2,3-dihydro-1H-isoindol-4-yl}-5-chloro-2-thiophenecarboxamide are introduced a little at a time into a solution of 37.4 mg (0.4 mmol) of 4-aminopyridine in 4 ml 1,2-dichloroethane. The mixture is stirred at room temperature overnight and then diluted with dichloromethane/methanol (98:2), washed with sat. sodium bicarbonate solution, dried over magnesium sulfate and concentrated. The residue is crystallized using dichloromethane/ether ...